Dataset: the Open Reaction Database (ORD), a public repository of structured organic reaction records. Task: describe an organic reaction: reactants, conditions, products, and yield As a reaction SMILES: [OH:1][CH2:2][C:3]1[CH:4]=[C:5]([CH:8]=[CH:9][CH:10]=1)[C:6]#[N:7].Cl[C:12]1[CH:13]=[C:14]2[N:21]([CH3:22])[C:20]([CH3:24])([CH3:23])[CH2:19][N:15]2[C:16](=[O:18])[N:17]=1>>[CH3:22][N:21]1[C:14]2[N:15]([C:16](=[O:18])[N:17]=[C:12]([O:1][CH2:2][C:3]3[CH:4]=[C:5]([CH:8]=[CH:9][CH:10]=3)[C:6]#[N:7])[CH:13]=2)[CH2:19][C:20]1([CH3:24])[CH3:23]. Reported procedure: The title compound was prepared by a procedure similar to that described for E9 starting from 3-(hydroxymethyl)benzonitrile and 7-chloro-1,2,2-trimethyl-2,3-dihydroimidazo-[1,2-c]pyrimidin-5(1H)-one. Product: CN1C(CN2C(N=C(C=C21)OCC=2C=C(C#N)C=CC2)=O)(C)C (3-(((1,2,2-trimethyl-5-oxo-1,2,3,5-tetrahydroimidazo[1,2-c]pyrimidin-7-yl)oxy)methyl)benzonitrile). The reactants are E9, OCC=1C=C(C#N)C=CC1 (3-(hydroxymethyl)benzonitrile), ClC=1C=C2N(C(N1)=O)CC(N2C)(C)C (7-chloro-1,2,2-trimethyl-2,3-dihydroimidazo-[1,2-c]pyrimidin-5(1H)-one). Reaction SMILES: [Cl:1][C:2]1[CH:7]=[C:6]([F:8])[C:5]([N:9]2[C:14](=[O:15])[CH:13]=[C:12]([C:16]([F:19])([F:18])[F:17])[NH:11][C:10]2=[O:20])=[C:4]([N+:21]([O-:23])=[O:22])[C:3]=1[O:24][CH3:25].[C:26](=O)([O-])[O-].[K+].[K+].COS(OC)(=O)=O.O>CN(C)C=O>[Cl:1][C:2]1[CH:7]=[C:6]([F:8])[C:5]([N:9]2[C:14](=[O:15])[CH:13]=[C:12]([C:16]([F:18])([F:17])[F:19])[N:11]([CH3:26])[C:10]2=[O:20])=[C:4]([N+:21]([O-:23])=[O:22])[C:3]=1[O:24][CH3:25] |f:1.2.3|. Run in CN(C=O)C (dimethylformamide). The yield is 83.5%. Procedure details: 3-(4Chloro-6-fluoro-3-methoxy-2-nitrophenyl)-6-trifluoromethyl-2,4(1H, 3H)-pyrimidinedione (9 g, 23.5 mmol) was dissolved in dimethylformamide (90 ml) and to this were added potassium carbonate (3.9 g, 28.2 mmol) and dimethylsulfate (10.2 g, 47 mmol) with stirring. The solution was stirred at ambient temperature for 12 hr and water was added. Product was extracted in ethyl acetate and the organic layer was washed with water and dried over anhydrous sodium sulfate. Removal of the solvent afforded... Reactants: O (water), C([O-])([O-])=O.[K+].[K+] (potassium carbonate), COS(=O)(=O)OC (dimethylsulfate), ClC1=C(C(=C(C(=C1)F)N1C(NC(=CC1=O)C(F)(F)F)=O)[N+](=O)[O-])OC (3-(4Chloro-6-fluoro-3-methoxy-2-nitrophenyl)-6-trifluoromethyl-2,4(1H, 3H)-pyrimidinedione). Yields the product ClC1=C(C(=C(C(=C1)F)N1C(N(C(=CC1=O)C(F)(F)F)C)=O)[N+](=O)[O-])OC (3-(4-chloro-6-fluoro-3-methoxy-2-nitrophenyl)-1-methyl-6-trifluoromethyl-2,4(1H, 3H)-pyrimidinedione). The reactants are COC1=CC=CC=2NC(=NC21)COC (4-methoxy-2-(methoxymethyl)-1H-benzo[d]imidazole), BrCC1=CC2=C(/C(/C3=C(OC2)C=C(C=C3)F)=C(\C#N)/C)C=C1 ((E)-2-[8-(bromomethyl)-3-fluorodibenzo[b,e]oxepin-11(6H)-ylidene]propanenitrile). Yields the product FC=1C=CC\2=C(OCC3=C(/C2=C(\C#N)/C)C=CC(=C3)CN3C(=NC2=C3C=CC=C2OC)COC)C1 ((E)-2-(3-fluoro-8-{[4-methoxy-2-(methoxymethyl)-1H-benzo[d]imidazol-1-yl]methyl}dibenzo[b,e]oxepin-11(6H)-ylidene)propanenitrile). Procedure: [step 3] Using 4-methoxy-2-(methoxymethyl)-1H-benzo[d]imidazole (1.3 g, 6.8 mmol) obtained in step 2 and (E)-2-[8-(bromomethyl)-3-fluorodibenzo[b,e]oxepin-11(6H)-ylidene]propanenitrile (2.5 g, 7.0 mmol) obtained in Reference Example 1, and in the same manner as in Reference Example 1A, (E)-2-(3-fluoro-8-{[4-methoxy-2-(methoxymethyl)-1H-benzo[d]imidazol-1-yl]methyl}dibenzo[b,e]oxepin-11(6H)-ylidene)propanenitrile (1.7 g, 53%) was obtained. The yield is 53.2%. As a reaction SMILES: [CH3:1][O:2][C:3]1[C:11]2[N:10]=[C:9]([CH2:12][O:13][CH3:14])[NH:8][C:7]=2[CH:6]=[CH:5][CH:4]=1.Br[CH2:16][C:17]1[CH:36]=[CH:35][C:20]2/[C:21](=[C:31](/[CH3:34])\[C:32]#[N:33])/[C:22]3[CH:29]=[CH:28][C:27]([F:30])=[CH:26][C:23]=3[O:24][CH2:25][C:19]=2[CH:18]=1>>[F:30][C:27]1[CH:28]=[CH:29][C:22]2=[C:23]([CH:26]=1)[O:24][CH2:25][C:19]1[CH:18]=[C:17]([CH2:16][N:8]3[C:7]4[CH:6]=[CH:5][CH:4]=[C:3]([O:2][CH3:1])[C:11]=4[N:10]=[C:9]3[CH2:12][O:13][CH3:14])[CH:36]=[CH:35][C:20]=1/[C:21]/2=[C:31](/[CH3:34])\[C:32]#[N:33]. Run at time 45 second. Reported procedure: A filtered aqueous solution of chromous chloride, prepared from chromium (II) chloride (26.1 g), water (121.8 ml) concentrated hydrochloric acid (52.2 ml) and zinc powder (15.7 g) according to the method of J. R. Hanson and T. D. Organ; J. Chem. Soc.(C) 1970, 1182, was added under nitrogen to a stirred solution of 21-acetoxy-3,3-ethylenedioxy-20-nitropregna-5,16-dien-9α-ol (8.70 g as a mixture of 2 diastereomers) in acetone (1.3 1). After stirring for 45 seconds the reaction mixture was poured i... The reagents and catalysts are [Cr](=O)(Cl)Cl (chromous chloride), [Cl-].[Cr+2].[Cl-] (chromium (II) chloride), [Zn] (zinc). Run in CC(=O)C (acetone). Starting materials: O (water), C(C)(=O)OCC(C1=CC[C@H]2[C@@H]3CC=C4CC5(CC[C@]4(C)[C@]3(CC[C@]12C)O)OCCO5)[N+](=O)[O-] (21-acetoxy-3,3-ethylenedioxy-20-nitropregna-5,16-dien-9α-ol), [Cl-].[Na+] (sodium chloride). The product is C(C)(=O)OCC(C1=CC[C@H]2[C@@H]3CCC4=CC(CC[C@]4(C)[C@]3(CC[C@]12C)O)=O)=NO (21-Acetoxy-9α-hydroxy-20-hydroxyiminopregna-4,16-dien-3-one). As a reaction SMILES: O.[C:2]([O:5][CH2:6][CH:7]([N+:32]([O-])=[O:33])[C:8]1[C@:25]2([CH3:26])[C@H:11]([C@H:12]3[C@:22]([OH:27])([CH2:23][CH2:24]2)[C@:20]2([CH3:21])[C:15]([CH2:16][C:17]4(OCC[O:28]4)[CH2:18][CH2:19]2)=[CH:14][CH2:13]3)[CH2:10][CH:9]=1)(=[O:4])[CH3:3].[Cl-].[Na+]>CC(C)=O.[Cr](Cl)(Cl)=O.[Cl-].[Cr+2].[Cl-].[Zn]>[C:2]([O:5][CH2:6][C:7](=[N:32][OH:33])[C:8]1[C@:25]2([CH3:26])[C@H:11]([C@H:12]3[C@:22]([OH:27])([CH2:23][CH2:24]2)[C@:20]2([CH3:21])[C:15](=[CH:16][C:17](=[O:28])[CH2:18][CH2:19]2)[CH2:14][CH2:13]3)[CH2:10][CH:9]=1)(=[O:4])[CH3:3] |f:2.3,6.7.8|. The reactants are COC(=O)C1=CC=2SC3=CC=CC(=C3SC2C=C1)C=1OC(=CC(C1)=O)N1CCOCC1 (6-(6-Morpholin-4-yl-4-oxo-4H-pyran-2-yl)-thianthrene-2-carboxylic acid methyl ester), [OH-].[Na+] (NaOH). The solvent is CO (methanol). Reaction conditions: temperature 80 celsius. Yields the product [Na+].N1(CCOCC1)C1=CC(C=C(O1)C1=C2SC=3C=CC(=CC3SC2=CC=C1)C(=O)[O-])=O (6-(6-Morpholin-4-yl-4-oxo-4H-pyran-2-yl)-thianthrene-2-carboxylate sodium salt). As a reaction SMILES: C[O:2][C:3]([C:5]1[CH:18]=[CH:17][C:16]2[S:15][C:14]3[C:9](=[CH:10][CH:11]=[CH:12][C:13]=3[C:19]3[O:20][C:21]([N:26]4[CH2:31][CH2:30][O:29][CH2:28][CH2:27]4)=[CH:22][C:23](=[O:25])[CH:24]=3)[S:8][C:7]=2[CH:6]=1)=[O:4].[OH-].[Na+:33]>CO>[Na+:33].[N:26]1([C:21]2[O:20][C:19]([C:13]3[CH:12]=[CH:11][CH:10]=[C:9]4[C:14]=3[S:15][C:16]3[CH:17]=[CH:18][C:5]([C:3]([O-:4])=[O:2])=[CH:6][C:7]=3[S:8]4)=[CH:24][C:23](=[O:25])[CH:22]=2)[CH2:31][CH2:30][O:29][CH2:28][CH2:27]1 |f:1.2,4.5|. Procedure details: 6-(6-Morpholin-4-yl-4-oxo-4H-pyran-2-yl)-thianthrene-2-carboxylic acid methyl ester (1.1 g, 2.43 mmol) and NaOH Pellets (97 mg, 2.43 mmol) were dissolved in methanol (40 ml). The brown suspension was heated to 80° C. under N2 for 24 hours. The solvent was removed in vacuo and the residue was triturated with diethyl ether. The product was collected by filtration as a fine dark brown powder (1.11 g, 99%). m/z (LC-MS, ESP), RT=3.90 min, (M++1)=438 Reaction SMILES: [F:1][C:2]1[C:7]([N:8]2[CH2:13][CH2:12][N:11]([CH3:14])[CH2:10][CH2:9]2)=[CH:6][C:5]([NH2:15])=[C:4]([NH2:16])[CH:3]=1.[C:17](=S)=[S:18].[OH-].[K+].[K+].[Br-]>O.C(O)C>[F:1][C:2]1[C:7]([N:8]2[CH2:13][CH2:12][N:11]([CH3:14])[CH2:10][CH2:9]2)=[CH:6][C:5]2[N:15]=[C:17]([SH:18])[NH:16][C:4]=2[CH:3]=1 |f:2.3,4.5|. The product is FC=1C(=CC2=C(NC(=N2)S)C1)N1CCN(CC1)C (6-Fluoro-5-(4-methylpiperazin-1-yl)-2-mercapto-1H-benzimidazole). Run in O (water), C(C)O (ethanol). Procedure: 6-Fluoro-5-(4-methylpiperazin-1-yl)-2-mercapto-1H-benzimidazole (15.0 g, 94%) was prepared by a similar procedure to that described in preparation 1 (step 5) using the diamine (14.0 g, 0.06 mol) (obtained in step 3 above), carbon disulfide (6.1 g, 0.08 mol), potassium hydroxide (4.49 g, 0.08 mol), ethanol (70 mL) and water (10 mL). mp 290° C. (decomp.); IR (KBr) 3088, 1481 cm-1 ; 1H NMR (DMSO-d6) δ 2.24 (s, 3H, CH3), 2.50 (t, J=4.3 Hz, 4H, N(CH2)2), 3.00 (t, J=4.4 Hz, 4H, N(CH2)2), 6.78 (d, J=7.... Yield: 93.9%. The reactants are FC1=CC(=C(C=C1N1CCN(CC1)C)N)N (4-fluoro-5-(4-methylpiperazin-1-yl)-1,2-phenylenediamine), [K+].[Br-] (KBr), C(=S)=S (carbon disulfide), [OH-].[K+] (potassium hydroxide). The reactants are COC(=O)C(CN)NC(=O)OC(C)(C)C, CCN(C(C)C)C(C)C, O=C(O)c1ccc(Cl)s1, ClCCl, Cl. Product: COC(=O)C(CNC(=O)c1ccc(Cl)s1)NC(=O)OC(C)(C)C. RXN SMILES: [CH3:20][O:21][C:22]([CH:23]([CH2:24][NH2:25])[NH:26][C:27](=[O:28])[O:29][C:30]([CH3:31])([CH3:32])[CH3:33])=[O:34].[CH:10]([N:11]([CH2:12][CH3:13])[CH:14]([CH3:15])[CH3:16])([CH3:17])[CH3:18].[Cl:1][c:2]1[cH:3][cH:4][c:5]([C:7](=[O:8])[OH:9])[s:6]1.[Cl:35][CH2:36][Cl:37].[ClH:19]>>[Cl:1][c:2]1[cH:3][cH:4][c:5]([C:7](=[O:9])[NH:25][CH2:24][CH:23]([C:22]([O:21][CH3:20])=[O:34])[NH:26][C:27](=[O:28])[O:29][C:30]([CH3:31])([CH3:32])[CH3:33])[s:6]1.